This data is from the Open Reaction Database (ORD), a public repository of structured organic reaction records. The task is: describe an organic reaction: reactants, conditions, products, and yield Starting materials: CC(C)=O, O, CC1(C)SC2C(NC(c3ccccc3)(c3ccccc3)c3ccccc3)C(=O)N2C1c1nnn[nH]1, Cc1ccc(S(=O)(=O)O)cc1. Product: CC1(C)SC2C(N)C(=O)N2C1c1nnn[nH]1. RXN SMILES: [CH3:48][C:49](=[O:50])[CH3:51].[OH2:36].[c:1]1([C:2]([c:3]2[cH:4][cH:5][cH:6][cH:7][cH:8]2)([c:9]2[cH:10][cH:11][cH:12][cH:13][cH:14]2)[NH:20][CH:21]2[CH:22]3[N:23]([CH:24]([c:29]4[n:30][n:31][n:32][nH:33]4)[C:25]([CH3:27])([CH3:28])[S:26]3)[C:34]2=[O:35])[cH:15][cH:16][cH:17][cH:18][cH:19]1.[c:37]1([CH3:38])[cH:39][cH:40][c:41]([S:42]([OH:43])(=[O:44])=[O:45])[cH:46][cH:47]1>>[NH2:20][CH:21]1[CH:22]2[N:23]([CH:24]([c:29]3[nH:30][n:31][n:32][n:33]3)[C:25]([CH3:27])([CH3:28])[S:26]2)[C:34]1=[O:35].